This data is from the Open Reaction Database (ORD), a public repository of structured organic reaction records. The task is: describe an organic reaction: reactants, conditions, products, and yield Starting materials: C=C, CCCCCCCCCCCC[SiH](Cl)Cl, CC(C)O. Yields the product CCCCCCCCCCCC[Si](Cl)(Cl)CC. As a reaction SMILES: [CH2:16]=[CH2:17].[CH2:1]([CH2:2][CH2:3][CH2:4][CH2:5][CH2:6][CH2:7][CH2:8][CH2:9][CH2:10][CH2:11][CH3:12])[SiH:13]([Cl:14])[Cl:15].[CH:18]([CH3:19])([OH:20])[CH3:21]>>[CH2:1]([CH2:2][CH2:3][CH2:4][CH2:5][CH2:6][CH2:7][CH2:8][CH2:9][CH2:10][CH2:11][CH3:12])[Si:13]([Cl:14])([Cl:15])[CH2:18][CH3:19]. Reactants: CI, O=Cc1c(Cl)[nH]c2ccccc12, [H-], [Na+], CN(C)C=O, O. The product is Cn1c(Cl)c(C=O)c2ccccc21. As a reaction SMILES: [CH3:15][I:16].[Cl:1][c:2]1[nH:3][c:4]2[cH:5][cH:6][cH:7][cH:8][c:9]2[c:10]1[CH:11]=[O:12].[H-:13].[Na+:14].[O:18]=[CH:19][N:20]([CH3:21])[CH3:22].[OH2:17]>>[Cl:1][c:2]1[n:3]([CH3:15])[c:4]2[cH:5][cH:6][cH:7][cH:8][c:9]2[c:10]1[CH:11]=[O:12]. Reactants: COC(=O)C1=NN(C=C1[N+](=O)[O-])C1OCCCC1 (4-nitro-1-(tetrahydro-pyran-2-yl)-1H-pyrazole-3-carboxylic acid methyl ester), [H-].C(C(C)C)[Al+]CC(C)C (diisobutylaluminium hydride). The solvent is O1CCCC1 (tetrahydrofuran), O1CCCC1 (tetrahydrofuran), C(C)OCC (diethyl ether). Run at time 1.5 hour. The product is [N+](=O)([O-])C=1C(=NN(C1)C1OCCCC1)CO ([4-nitro-1-(tetrahydro-pyran-2-yl)-1H-pyrazol-3-yl]-methanol). Yield: 78.4%. RXN SMILES: C[O:2][C:3]([C:5]1[C:9]([N+:10]([O-:12])=[O:11])=[CH:8][N:7]([CH:13]2[CH2:18][CH2:17][CH2:16][CH2:15][O:14]2)[N:6]=1)=O.[H-].C([Al+]CC(C)C)C(C)C>O1CCCC1.C(OCC)C>[N+:10]([C:9]1[C:5]([CH2:3][OH:2])=[N:6][N:7]([CH:13]2[CH2:18][CH2:17][CH2:16][CH2:15][O:14]2)[CH:8]=1)([O-:12])=[O:11] |f:1.2|. Reported procedure: A stirred solution of 4-nitro-1-(tetrahydro-pyran-2-yl)-1H-pyrazole-3-carboxylic acid methyl ester [500 mg, Reference Example 54(a)] in tetrahydrofuran (20 ml) under nitrogen at −78° C. was treated dropwise with a solution of diisobutylaluminium hydride in tetrahydrofuran (8.82 ml, 1M). The reaction mixture was stirred at room temperature for 1.5 hours. The reaction mixture was taken up in diethyl ether (100 ml) and quenched with water (150 ml). The resulting suspension was filtered through celi... The reactants are CC(=O)Nc1ccc2c(c1)CCCC2=O, C1CCNC1, CO, O=CC1CCCC1, Cl. The product is CC(=O)Nc1ccc2c(c1)CCC(=CC1CCCC1)C2=O. RXN SMILES: [C:1]([CH3:2])(=[O:3])[NH:4][c:5]1[cH:6][c:7]2[c:12]([cH:13][cH:14]1)[C:11](=[O:15])[CH2:10][CH2:9][CH2:8]2.[CH2:23]1[CH2:24][NH:25][CH2:26][CH2:27]1.[CH3:29][OH:30].[CH:16]1([CH:21]=[O:22])[CH2:17][CH2:18][CH2:19][CH2:20]1.[ClH:28]>>[C:1]([CH3:2])(=[O:3])[NH:4][c:5]1[cH:6][c:7]2[c:12]([cH:13][cH:14]1)[C:11](=[O:15])[C:10](=[CH:21][CH:16]1[CH2:17][CH2:18][CH2:19][CH2:20]1)[CH2:9][CH2:8]2. Starting materials: CCCC(=O)c1cnc2c(C)cccc2c1Cl, Cc1cccc(C)c1N, C1COCCO1. The product is CCCC(=O)c1cnc2c(C)cccc2c1Nc1c(C)cccc1C. Reaction SMILES: [C:1]([CH2:2][CH2:3][CH3:4])(=[O:5])[c:6]1[cH:7][n:8][c:9]2[c:10]([CH3:17])[cH:11][cH:12][cH:13][c:14]2[c:15]1[Cl:16].[CH3:18][c:19]1[cH:20][cH:21][cH:22][c:23]([CH3:24])[c:25]1[NH2:26].[O:27]1[CH2:28][CH2:29][O:30][CH2:31][CH2:32]1>>[C:1]([CH2:2][CH2:3][CH3:4])(=[O:5])[c:6]1[cH:7][n:8][c:9]2[c:10]([CH3:17])[cH:11][cH:12][cH:13][c:14]2[c:15]1[NH:26][c:25]1[c:19]([CH3:18])[cH:20][cH:21][cH:22][c:23]1[CH3:24]. Procedure: The title compound was prepared from crude 1-dimethylamino-4-methyl-4-(3-methyl-[1,2,4]oxadiazol-5-yl)-pent-1-en-3-one (140 mg, 0.6 mmol) and N-[3-methoxy-4-(4-methyl-imidazol-1-yl)-phenyl]-guanidine dinitrate (186 mg, 0.5 mmol) using in analogous manner the procedure described in example 39b). Obtained as a pale-yellow solid (31 mg, 13%). Product: COC=1C=C(C=CC1N1C=NC(=C1)C)NC1=NC=CC(=N1)C(C)(C1=NC(=NO1)C)C ([3-Methoxy-4-(4-methyl-imidazol-1-yl)-phenyl]-{4-[1-methyl-1-(3-methyl-[1,2,4]oxadiazol-5-yl)-ethyl]-pyrimidin-2-yl}-amine), solid. As a reaction SMILES: CN(C)[CH:3]=[CH:4][C:5](=O)[C:6]([CH3:14])([C:8]1[O:12][N:11]=[C:10]([CH3:13])[N:9]=1)[CH3:7].[N+]([O-])(O)=O.[N+]([O-])(O)=O.[CH3:25][O:26][C:27]1[CH:28]=[C:29]([NH:39][C:40]([NH2:42])=[NH:41])[CH:30]=[CH:31][C:32]=1[N:33]1[CH:37]=[C:36]([CH3:38])[N:35]=[CH:34]1>>[CH3:25][O:26][C:27]1[CH:28]=[C:29]([NH:39][C:40]2[N:42]=[C:5]([C:6]([CH3:14])([C:8]3[O:12][N:11]=[C:10]([CH3:13])[N:9]=3)[CH3:7])[CH:4]=[CH:3][N:41]=2)[CH:30]=[CH:31][C:32]=1[N:33]1[CH:37]=[C:36]([CH3:38])[N:35]=[CH:34]1 |f:1.2.3|. The yield is 13.0%. The reactants are CN(C=CC(C(C)(C1=NC(=NO1)C)C)=O)C (1-dimethylamino-4-methyl-4-(3-methyl-[1,2,4]oxadiazol-5-yl)-pent-1-en-3-one), [N+](=O)(O)[O-].[N+](=O)(O)[O-].COC=1C=C(C=CC1N1C=NC(=C1)C)NC(=N)N (N-[3-methoxy-4-(4-methyl-imidazol-1-yl)-phenyl]-guanidine dinitrate). Reactants: BrCC1CC1 (bromocyclopropylmethane), ClC=1C(N(C=CC1OCC1=C(C=C(C=C1)F)F)C1=C(C=C(CN(C(OC(C)(C)C)=O)CC2CC2)C=C1F)F)=O (tert-butyl 4-[3-chloro-4-[(2,4-difluorobenzyl)oxy]-2-oxopyridin-1(2H)-yl]-3,5-difluorobenzyl(cyclopropylmethyl)carbamate). RXN SMILES: BrCC1CC1.[Cl:6][C:7]1[C:8](=[O:44])[N:9]([C:23]2[C:41]([F:42])=[CH:40][C:26]([CH2:27][N:28]([CH2:36][CH:37]3[CH2:39][CH2:38]3)C(=O)OC(C)(C)C)=[CH:25][C:24]=2[F:43])[CH:10]=[CH:11][C:12]=1[O:13][CH2:14][C:15]1[CH:20]=[CH:19][C:18]([F:21])=[CH:17][C:16]=1[F:22]>>[ClH:6].[Cl:6][C:7]1[C:8](=[O:44])[N:9]([C:23]2[C:41]([F:42])=[CH:40][C:26]([CH2:27][NH:28][CH2:36][CH:37]3[CH2:38][CH2:39]3)=[CH:25][C:24]=2[F:43])[CH:10]=[CH:11][C:12]=1[O:13][CH2:14][C:15]1[CH:20]=[CH:19][C:18]([F:21])=[CH:17][C:16]=1[F:22] |f:2.3|. Procedure: The title compound was prepared by direct analogy with replacing iodomethane with bromocyclopropylmethane and extending the reaction time to 6 hours in Step 1. Step 1: 1 tert-butyl 4-[3-chloro-4-[(2,4-difluorobenzyl)oxy]-2-oxopyridin-1(2H)-yl]-3,5-difluorobenzyl(cyclopropylmethyl)carbamate The product is Cl.ClC=1C(N(C=CC1OCC1=C(C=C(C=C1)F)F)C1=C(C=C(C=C1F)CNCC1CC1)F)=O (3-chloro-1-(4-{[(cyclopropylmethyl)amino]methyl}-2,6-difluorophenyl)-4-[(2,4-difluorobenzyl)oxy]pyridin-2(1H)-one hydrochloride).